The task is: describe an organic reaction: reactants, conditions, products, and yield. This data is from the Open Reaction Database (ORD), a public repository of structured organic reaction records. Starting materials: [H-].[Na+] (sodium hydride), C1(=CC=CC=C1)O (phenol), O (water), COCCBr (2-bromoethyl methyl ether). The solvent is CN(C=O)C (N,N-dimethylformamide), CN(C=O)C (N,N-dimethylformamide). Conditions: time 2 hour. Product: COCCOC1=CC=CC=C1 ((2-methoxy-ethoxy)-benzene). Reaction SMILES: [C:1]1([OH:7])[CH:6]=[CH:5][CH:4]=[CH:3][CH:2]=1.[H-].[Na+].[CH3:10][O:11][CH2:12][CH2:13]Br.O>CN(C)C=O>[CH3:10][O:11][CH2:12][CH2:13][O:7][C:1]1[CH:6]=[CH:5][CH:4]=[CH:3][CH:2]=1 |f:1.2|. Procedure details: A mixture of 4.70 g of phenol and 35 mL of dry N,N-dimethylformamide was added dropwise to a stirred suspension of 1.30 g of sodium hydride (95%, dispersion in mineral oil) in 15 mL of dry N,N-dimethylformamide at 5° C. Stirring was continued for 2 hours at 5° C., followed by dropwise addition of 5.20 mL of 2-bromoethyl methyl ether (technical grade, 90%) at 5° C. The mixture was allowed to come to room temperature and stirring was continued for 72 hours. The mixture was poured into water and ex... Reactants: C(#N)C1=CC=C(C=C1)C=CCCC(=O)O (5-(p-Cyanophenyl)-4-pentenoic acid), [H][H] (hydrogen). The reagents and catalysts are [Pd].C(=O)([O-])[O-].[Ca+2] (Pd CaCO3). The solvent is CO (methanol). Product: C(#N)C1=CC=C(C=C1)CCCCC(=O)O (5-(p-Cyanophenyl) pentanoic acid). As a reaction SMILES: [C:1]([C:3]1[CH:8]=[CH:7][C:6]([CH:9]=[CH:10][CH2:11][CH2:12][C:13]([OH:15])=[O:14])=[CH:5][CH:4]=1)#[N:2].[H][H]>CO.[Pd].C([O-])([O-])=O.[Ca+2]>[C:1]([C:3]1[CH:4]=[CH:5][C:6]([CH2:9][CH2:10][CH2:11][CH2:12][C:13]([OH:15])=[O:14])=[CH:7][CH:8]=1)#[N:2] |f:3.4.5|. Procedure: A solution of 1.47 g (7.32 mmol) of (3) in 90 mL of methanol was hydrogenated over 200 mg of 5% Pd/CaCO3 at 5 psi hydrogen over a 1.2 hour period. After removing the catalyst by filtration and evaporation of the solvent in vacuo, the residue was triturated with ether followed by hexane which afforded a white solid: m.p. 101°-102° C. Starting materials: C(C)OC([C@H]1N(CC(C1)O)C(=O)OCC1=CC=CC=C1)=O (N-Cbz-4-hydroxy-L-proline ethyl ester), Cl (HCl). The reagents and catalysts are [Pd] (palladium on carbon). Solvent: C(C)O (ethanol), C(C)O (ethanol). Conditions: time 3 hour. The product is Cl.C(C)OC([C@H]1NCC(C1)O)=O (4-Hydroxy-L-Proline Ethyl Ester Hydrochloride). RXN SMILES: [CH2:1]([O:3][C:4](=[O:21])[C@@H:5]1[CH2:9][CH:8]([OH:10])[CH2:7][N:6]1C(OCC1C=CC=CC=1)=O)[CH3:2].[ClH:22]>C(O)C.[Pd]>[ClH:22].[CH2:1]([O:3][C:4](=[O:21])[C@@H:5]1[CH2:9][CH:8]([OH:10])[CH2:7][NH:6]1)[CH3:2] |f:4.5|. Procedure details: To a solution of N-Cbz-4-hydroxy-L-proline ethyl ester (3.29 g) in 40 ml ethanol was added 6 ml of ethanol saturated with gaseous HCl followed by 10% palladium on carbon (0.50 g). The mixture was hydrogenated on a Parr Hydrogenator at 30-40 psi for 3 hours. The solution was filtered over celite and concentrated in vacuo to provide 2.09 g of the crystalline product. The reactants are O=C=NCCCCl, CC(C)(C)OC(=O)N1CCC(N)CC1, C1CCOC1. Product: CC(C)(C)OC(=O)N1CCC(NCCCCl)CC1. RXN SMILES: [Cl:15][CH2:16][CH2:17][CH2:18][N:19]=[C:20]=[O:21].[NH2:1][CH:2]1[CH2:3][CH2:4][N:5]([C:8](=[O:9])[O:10][C:11]([CH3:12])([CH3:13])[CH3:14])[CH2:6][CH2:7]1.[O:22]1[CH2:23][CH2:24][CH2:25][CH2:26]1>>[NH:1]([CH:2]1[CH2:3][CH2:4][N:5]([C:8](=[O:9])[O:10][C:11]([CH3:12])([CH3:13])[CH3:14])[CH2:6][CH2:7]1)[CH2:18][CH2:17][CH2:16][Cl:15]. Reactants: C(C)(C)(C)N1N=CC(=C1C1=CC=C(C=C1)F)C=1SC=C(N1)C(=O)O (2-(1-tert-butyl-5-(4-fluorophenyl)-1H-pyrazol-4-yl)thiazole-4-carboxylic acid), O1CCN(CC1)CCN (2-morpholinoethanamine). Product: C(C)(C)(C)N1N=CC(=C1C1=CC=C(C=C1)F)C=1SC=C(N1)C(=O)NCCN1CCOCC1 (2-[1-tert-butyl-5-(4-fluorophenyl)-1H-pyrazol-4-yl]-N-(2-morpholin-4-ylethyl)-1,3-thiazole-4-carboxamide). As a reaction SMILES: [C:1]([N:5]1[C:9]([C:10]2[CH:15]=[CH:14][C:13]([F:16])=[CH:12][CH:11]=2)=[C:8]([C:17]2[S:18][CH:19]=[C:20]([C:22]([OH:24])=O)[N:21]=2)[CH:7]=[N:6]1)([CH3:4])([CH3:3])[CH3:2].[O:25]1[CH2:30][CH2:29][N:28]([CH2:31][CH2:32][NH2:33])[CH2:27][CH2:26]1>>[C:1]([N:5]1[C:9]([C:10]2[CH:11]=[CH:12][C:13]([F:16])=[CH:14][CH:15]=2)=[C:8]([C:17]2[S:18][CH:19]=[C:20]([C:22]([NH:33][CH2:32][CH2:31][N:28]3[CH2:29][CH2:30][O:25][CH2:26][CH2:27]3)=[O:24])[N:21]=2)[CH:7]=[N:6]1)([CH3:3])([CH3:4])[CH3:2]. Procedure details: Using 2-(1-tert-butyl-5-(4-fluorophenyl)-1H-pyrazol-4-yl)thiazole-4-carboxylic acid and 2-morpholinoethanamine and by reaction and purification in the same manner as in the method described in Example 1, step 7, the title compound was obtained. The reactants are BrCCCCCCOCCC1=CC=C(C=C1)N(C)C (4-[2-[(6-bromohexyl)oxy]ethyl]-N,N-dimethylbenzeneamine), C(C1=CC=CC=C1)N (benzylamine). Run at time 2 hour. The product is CN(C)C1=CC=C(C=C1)CCOCCCCCCNCC1=CC=CC=C1 (N-[6-[2-[4-(N,N-Dimethylamino)phenyl]ethoxy]hexyl]benzenemethanamine). As a reaction SMILES: Br[CH2:2][CH2:3][CH2:4][CH2:5][CH2:6][CH2:7][O:8][CH2:9][CH2:10][C:11]1[CH:16]=[CH:15][C:14]([N:17]([CH3:19])[CH3:18])=[CH:13][CH:12]=1.[CH2:20]([NH2:27])[C:21]1[CH:26]=[CH:25][CH:24]=[CH:23][CH:22]=1>>[CH3:18][N:17]([C:14]1[CH:15]=[CH:16][C:11]([CH2:10][CH2:9][O:8][CH2:7][CH2:6][CH2:5][CH2:4][CH2:3][CH2:2][NH:27][CH2:20][C:21]2[CH:26]=[CH:25][CH:24]=[CH:23][CH:22]=2)=[CH:12][CH:13]=1)[CH3:19]. Procedure details: A mixture of 1,6-dibromohexane (73.84 g) 4-(N,N-dimethylamino)benzeneethanol (10 g), 50% w/v sodium hydroxide solution (200 ml) and TAB (3.4 g) was vigorously stirred at room temperature for 72 h, diluted with water (500 ml) and extracted with ER (2×100 ml). The dried extracts were evaporated to give a yellow oil which was purified by FCC eluting with H then H-EA (9:1) to give 4-[2-[(6-bromohexyl)oxy]ethyl]-N,N-dimethylbenzeneamine as a yellow oil. The benzeneamine (15 g) was added to benzylamin... The reactants are Brc1ccoc1C1OCCO1, [Li]C(C)(C)C, O=C(O)C(=O)O, CCOCC, CN(C)C=O, O, O, O. Yields the product O=Cc1ccoc1C1OCCO1. RXN SMILES: [Br:1][c:2]1[c:3]([CH:7]2[O:8][CH2:9][CH2:10][O:11]2)[o:4][cH:5][cH:6]1.[C:12]([Li:13])([CH3:14])([CH3:15])[CH3:16].[C:24]([OH:25])(=[O:26])[C:27]([OH:28])=[O:29].[CH3:30][CH2:31][O:32][CH2:33][CH3:34].[O:17]=[CH:18][N:19]([CH3:20])[CH3:21].[OH2:22].[OH2:23].[OH2:35]>>[c:2]1([CH:18]=[O:17])[c:3]([CH:7]2[O:8][CH2:9][CH2:10][O:11]2)[o:4][cH:5][cH:6]1.